Dataset: the Open Reaction Database (ORD), a public repository of structured organic reaction records. Task: describe an organic reaction: reactants, conditions, products, and yield The reactants are FC=1C=C(C=CC1)C1N(CCCC1)C=1C=CC=2N(N1)C(=CN2)[N+](=O)[O-] (6-(2-(3-fluorophenyl)piperidin-1-yl)-3-nitroimidazo[1,2-b]pyridazine), SnCl2 dihydrate. Solvent: CCO (EtOH). Run at temperature 70 celsius, time 30 minute. The product is FC=1C=C(C=CC1)C1N(CCCC1)C=1C=CC=2N(N1)C(=CN2)N (6-(2-(3-fluorophenyl)piperidin-1-yl)imidazo[1,2-b]pyridazin-3-amine). RXN SMILES: [F:1][C:2]1[CH:3]=[C:4]([CH:8]2[CH2:13][CH2:12][CH2:11][CH2:10][N:9]2[C:14]2[CH:15]=[CH:16][C:17]3[N:18]([C:20]([N+:23]([O-])=O)=[CH:21][N:22]=3)[N:19]=2)[CH:5]=[CH:6][CH:7]=1>CCO>[F:1][C:2]1[CH:3]=[C:4]([CH:8]2[CH2:13][CH2:12][CH2:11][CH2:10][N:9]2[C:14]2[CH:15]=[CH:16][C:17]3[N:18]([C:20]([NH2:23])=[CH:21][N:22]=3)[N:19]=2)[CH:5]=[CH:6][CH:7]=1. Procedure details: A mixture of 6-(2-(3-fluorophenyl)piperidin-1-yl)-3-nitroimidazo[1,2-b]pyridazine (50 mg, 0.146 mmol) and SnCl2 dihydrate (165 mg, 0.732 mmol) in 5 mL EtOH was first stirred at 70° C. for 30 minutes, then cooled to ambient temperature and concentrated. EtOAc and water (10 mL each) were added to the solid residue, followed by Na2CO3 aqueous solution (2 mL×2 N) to obtain a phase break. The organic layer was separated, and the aqueous layer was extracted with EtOAc (3×10 mL). The combined organic l... Reactants: NC[C@H]1N(CCC[C@H]1C)C(=O)C1=C(C=CC(=C1)C)C=1C=NN(C1)C (((2S,3R)-2-(aminomethyl)-3-methylpiperidin-1-yl)(5-methyl-2-(1-methyl-1H-pyrazol-4-yl)phenyl)methanone), CC=1C=CC(=C(C(=O)O)C1)C1=NC=C(C=C1)C (5-methyl-2-(5-methylpyridin-2-yl)benzoic acid). Yields the product NC[C@H]1N(CCC[C@H]1C)C(=O)C1=C(C=CC(=C1)C)C1=NC=C(C=C1)C (((2S,3R)-2-(Aminomethyl)-3-methylpiperidin-1-yl)(5-methyl-2-(5-methylpyridin-2-yl)phenyl)methanone). Reaction SMILES: [NH2:1][CH2:2][C@@H:3]1[C@H:8]([CH3:9])[CH2:7][CH2:6][CH2:5][N:4]1[C:10]([C:12]1[CH:17]=[C:16]([CH3:18])[CH:15]=[CH:14][C:13]=1C1C=NN(C)C=1)=[O:11].CC1C=CC([C:35]2[CH:40]=[CH:39][C:38]([CH3:41])=[CH:37][N:36]=2)=C(C=1)C(O)=O>>[NH2:1][CH2:2][C@@H:3]1[C@H:8]([CH3:9])[CH2:7][CH2:6][CH2:5][N:4]1[C:10]([C:12]1[CH:17]=[C:16]([CH3:18])[CH:15]=[CH:14][C:13]=1[C:35]1[CH:40]=[CH:39][C:38]([CH3:41])=[CH:37][N:36]=1)=[O:11]. Procedure details: The title compound was synthesized following the same general protocol as described for ((2S,3R)-2-(aminomethyl)-3-methylpiperidin-1-yl)(5-methyl-2-(1-methyl-1H-pyrazol-4-yl)phenyl)methanone in Example A1, starting with 5-methyl-2-(5-methylpyridin-2-yl)benzoic acid. ESI-MS (m/z): 338 [M+1]+. Starting materials: [BH4-], COC(=O)c1cc([N+](=O)[O-])nn1CCBr, CCOC(C)=O, [Li+], C1CCOC1, O. The product is O=[N+]([O-])c1cc(CO)n(CCBr)n1. Reaction SMILES: [BH4-:1].[Br:3][CH2:4][CH2:5][n:6]1[n:7][c:8]([N+:15](=[O:16])[O-:17])[cH:9][c:10]1[C:11](=[O:12])[O:13][CH3:14].[CH3:18][CH2:19][O:20][C:21](=[O:22])[CH3:23].[Li+:2].[O:25]1[CH2:26][CH2:27][CH2:28][CH2:29]1.[OH2:24]>>[Br:3][CH2:4][CH2:5][n:6]1[n:7][c:8]([N+:15](=[O:16])[O-:17])[cH:9][c:10]1[CH2:11][OH:12]. Reactants: C(C)(=O)OC1=CC=CC=C1 (phenyl acetate), C(OC)(OC)=O (dimethyl carbonate). Reagents/catalysts: C[O-].C[O-].C[O-].C[O-].[Ti+4] (titanium tetramethoxide). Product: C(OC1=CC=CC=C1)(OC1=CC=CC=C1)=O (diphenyl carbonate), C(OC1=CC=CC=C1)(OC)=O (phenyl methyl carbonate). As a reaction SMILES: C(O[C:5]1[CH:10]=[CH:9][CH:8]=[CH:7][CH:6]=1)(=O)C.[C:11](=[O:16])([O:14][CH3:15])[O:12][CH3:13]>C[O-].C[O-].C[O-].C[O-].[Ti+4]>[C:11](=[O:16])([O:14][C:15]1[CH:7]=[CH:8][CH:9]=[CH:10][CH:5]=1)[O:12][C:13]1[CH:9]=[CH:10][CH:5]=[CH:6][CH:7]=1.[C:11](=[O:16])([O:14][CH3:15])[O:12][C:13]1[CH:9]=[CH:10][CH:5]=[CH:6][CH:7]=1 |f:2.3.4.5.6|. Procedure details: In the aforesaid apparatus, at 145° C., were charged 74 g of phenyl acetate and, gradually, 90 g of dimethyl carbonate and 1 g of titanium tetramethoxide. Methyl acetate being continuously distilled, after 4 hours there were obtained 80% by mole of diphenyl carbonate and 18% by mole of phenyl methyl carbonate, at selectivity higher than 98% and 97% conversion of methyl acetate. Starting materials: C(#C)C1=CC=C(C=C1)NC(CCCC(=O)ON1C(CCC1=O)=O)=O ((2,5-dioxopyrrolidin-1-yl) 5-(4-ethynylphenyl)amino-5-oxo-pentanate), NCCCCCCO (1-amino-6-hexanol). Run in C(Cl)Cl (CH2Cl2), C(Cl)Cl (CH2Cl2). Yields the product OCCCCCCNC(CCCC(=O)NC1=CC=C(C=C1)C#C)=O (N′-(6-hydroxyhexyl)-N-(4-ethynylphenyl)-pentandiamide). RXN SMILES: [C:1]([C:3]1[CH:8]=[CH:7][C:6]([NH:9][C:10](=[O:24])[CH2:11][CH2:12][CH2:13][C:14]([O:16]N2C(=O)CCC2=O)=O)=[CH:5][CH:4]=1)#[CH:2].[NH2:25][CH2:26][CH2:27][CH2:28][CH2:29][CH2:30][CH2:31][OH:32]>C(Cl)Cl>[OH:32][CH2:31][CH2:30][CH2:29][CH2:28][CH2:27][CH2:26][NH:25][C:14](=[O:16])[CH2:13][CH2:12][CH2:11][C:10]([NH:9][C:6]1[CH:5]=[CH:4][C:3]([C:1]#[CH:2])=[CH:8][CH:7]=1)=[O:24]. Procedure: A solution of (2,5-dioxopyrrolidin-1-yl) 5-(4-ethynylphenyl)amino-5-oxo-pentanate (0.2 g, 0.6 mmol) in CH2Cl2 (10 ml) is added slowly to a solution of 1-amino-6-hexanol (0.35 g, 3.0 mmol) in CH2Cl2 (50 ml) with vigorous stirring. The crude reaction solution is concentrated by rotary evaporation and the mixture is purified by silica column chromatography (10% methanol/5% TEA/CH2Cl2). Reactants: OC=1C=C2C=C3N(C2=CC1)CCCC3CC(=O)OCC (ethyl 2-(2-hydroxy-6,7,8,9-tetrahydropyrido[1,2-a]indol-9-yl)acetate), C([O-])([O-])=O.[Cs+].[Cs+] (cesium carbonate), ClCC=1C=C(C#N)C=C(C1)OC(F)(F)F (3-(chloromethyl)-5-(trifluoromethoxy)benzonitrile). Run in CN(C)C=O (DMF). Conditions: temperature 75 celsius. Yields the product C(#N)C=1C=C(COC=2C=C3C=C4N(C3=CC2)CCCC4CC(=O)OCC)C=C(C1)OC(F)(F)F (Ethyl 2-(2-(3-Cyano-5-(trifluoromethoxy)benzyloxy)-6,7,8,9-tetrahydropyrido[1,2-a]indol-9-yl)acetate). The yield is 83.4%. As a reaction SMILES: [OH:1][C:2]1[CH:3]=[C:4]2[C:8](=[CH:9][CH:10]=1)[N:7]1[CH2:11][CH2:12][CH2:13][CH:14]([CH2:15][C:16]([O:18][CH2:19][CH3:20])=[O:17])[C:6]1=[CH:5]2.C(=O)([O-])[O-].[Cs+].[Cs+].Cl[CH2:28][C:29]1[CH:30]=[C:31]([CH:34]=[C:35]([O:37][C:38]([F:41])([F:40])[F:39])[CH:36]=1)[C:32]#[N:33]>CN(C=O)C>[C:32]([C:31]1[CH:30]=[C:29]([CH:36]=[C:35]([O:37][C:38]([F:39])([F:41])[F:40])[CH:34]=1)[CH2:28][O:1][C:2]1[CH:3]=[C:4]2[C:8](=[CH:9][CH:10]=1)[N:7]1[CH2:11][CH2:12][CH2:13][CH:14]([CH2:15][C:16]([O:18][CH2:19][CH3:20])=[O:17])[C:6]1=[CH:5]2)#[N:33] |f:1.2.3|. Reported procedure: To a mixture of ethyl 2-(2-hydroxy-6,7,8,9-tetrahydropyrido[1,2-a]indol-9-yl)acetate (75 mg, 0.274 mmol) and cesium carbonate (134 mg, 0.412 mmol) in DMF (2 mL) was added 3-(chloromethyl)-5-(trifluoromethoxy)benzonitrile (78 mg, 0.329 mmol). The reaction was heated at 75° C. for 15 h and cooled down. The solid was filtered and washed with ethyl acetate. The combined solvent was evaporated, and the residue was purified by silica gel column chromatography to give the title compound (108 mg). LCMS ... The reactants are C(=O)NC=1SC=C(N1)C(C(=O)O)=NOCC (2-(2-formamidothiazol-4-yl)-2-ethoxyiminoacetic acid), C[Si](C)(C)CC(=O)N (trimethylsilylacetamide), C[Si](C)(C)C(C(=O)N)[Si](C)(C)C (bis(trimethylsilyl)acetamide), NC1[C@@H]2N(C(=C(CS2)O)C(=O)OCC2=CC=C(C=C2)[N+](=O)[O-])C1=O (4-nitrobenzyl 7-amino-3-hydroxy-3-cephem-4-carboxylate), resultant solution. Solvent: C(C)(=O)OCC (Ethyl acetate), C(C)(=O)OCC (ethyl acetate), C(C)(=O)OCC (ethyl acetate), O (Water). Product: C(=O)NC=1SC=C(N1)C(C(=O)NC1[C@@H]2N(C(=C(CS2)O)C(=O)OCC2=CC=C(C=C2)[N+](=O)[O-])C1=O)=NOCC (4-nitrobenzyl 7-[2-(2-formamidothiazol-4-yl)-2-ethoxyiminoacetamido]-3-hydroxy-3-cephem-4-carboxylate). Yield: 77.3%. As a reaction SMILES: [CH:1]([NH:3][C:4]1[S:5][CH:6]=[C:7]([C:9](=[N:13][O:14][CH2:15][CH3:16])[C:10]([OH:12])=O)[N:8]=1)=[O:2].C[Si](CC(N)=O)(C)C.C[Si](C([Si](C)(C)C)C(N)=O)(C)C.[NH2:37][CH:38]1[C:59](=[O:60])[N:40]2[C:41]([C:46]([O:48][CH2:49][C:50]3[CH:55]=[CH:54][C:53]([N+:56]([O-:58])=[O:57])=[CH:52][CH:51]=3)=[O:47])=[C:42]([OH:45])[CH2:43][S:44][C@H:39]12>C(OCC)(=O)C.O>[CH:1]([NH:3][C:4]1[S:5][CH:6]=[C:7]([C:9](=[N:13][O:14][CH2:15][CH3:16])[C:10]([NH:37][CH:38]2[C:59](=[O:60])[N:40]3[C:41]([C:46]([O:48][CH2:49][C:50]4[CH:51]=[CH:52][C:53]([N+:56]([O-:58])=[O:57])=[CH:54][CH:55]=4)=[O:47])=[C:42]([OH:45])[CH2:43][S:44][C@H:39]23)=[O:12])[N:8]=1)=[O:2]. Procedure details: N,N-Dimethylformamide (0.114 g.), phosphoryl chloride (0.240 g.) and ethyl acetate (0.5 ml.) were reacted in a conventional manner to give a Vilsmeier reagent. Ethyl acetate (5 ml.) and 2-(2-formamidothiazol-4-yl)-2-ethoxyiminoacetic acid (syn isomer, 0.35 g.) were added at the same temperature for 30 minutes to give the activated acid solution. On the other hand, trimethylsilylacetamide (1.31 g.) and bis(trimethylsilyl)acetamide (1.14 g.) were added to a suspension of 4-nitrobenzyl 7-amino-3-hy...